This data is from the Open Reaction Database (ORD), a public repository of structured organic reaction records. The task is: describe an organic reaction: reactants, conditions, products, and yield The reactants are BrC=1C=CC=2NC3=CC=C(C=C3C2C1)Br (3,6-dibromocarbazole), cuprous cyanide, CN(C=O)C (dimethylformamide), C(CN)N (ethylenediamine). The product is C(#N)C=1C=CC=2NC3=CC=C(C=C3C2C1)C#N (3,6-dicyanocarbazole). RXN SMILES: Br[C:2]1[CH:3]=[CH:4][C:5]2[NH:6][C:7]3[C:12]([C:13]=2[CH:14]=1)=[CH:11][C:10](Br)=[CH:9][CH:8]=3.C(N)[CH2:17][NH2:18].[CH3:20][N:21](C)C=O>>[C:17]([C:2]1[CH:3]=[CH:4][C:5]2[NH:6][C:7]3[C:12]([C:13]=2[CH:14]=1)=[CH:11][C:10]([C:20]#[N:21])=[CH:9][CH:8]=3)#[N:18]. Procedure: A slurry of 3,6-dibromocarbazole (33.3 g) and cuprous cyanide (39 g) in 50 ml of dimethylformamide is heated at 160° C for seven days. The reaction mixture is poured into 1 liter of aqueous ethylenediamine (20%, v/v) and the mixture is stirred for fifteen minutes and filtered. The precipitate is slurried in 1 liter of aqueous ethylenediamine (20%, v/v) and stirred for about 16 hours. The precipitate is collected by filtration and recrystallized from dimethylformamide to yield 15 g of 3,6-dicyano... Reactants: C(C)OP(=O)(OCC)C(CCOCCOC1=CC(=C(\C=C(\C(=O)OCC)/C(C)=O)C=C1)OC)(F)F ((E)-ethyl 2-(4-(2-(3-(diethoxyphosphoryl)-3,3-difluoropropoxy)ethoxy)-2-methoxybenzylidene)-3-oxobutanoate), C(O)(O)=O.NC(=N)N (guanidine carbonate). The solvent is O (water), CCOC(=O)C (EtOAc), CO (MeOH). Run at temperature 80 celsius. Yields the product NC1=NC(=C(C(=N1)O)CC1=C(C=C(OCCOCCC(F)(F)P(OCC)(OCC)=O)C=C1)OC)C (diethyl (3-(2-(4-((2-amino-4-hydroxy-6-methylpyrimidin-5-yl)methyl)-3-methoxyphenoxy)ethoxy)-1,1-difluoropropyl)phosphonate). Isolated yield 15.0%. As a reaction SMILES: [CH2:1]([O:3][P:4]([C:9]([F:35])([F:34])[CH2:10][CH2:11][O:12][CH2:13][CH2:14][O:15][C:16]1[CH:31]=[CH:30][C:19](/[CH:20]=[C:21](\[C:27](=O)[CH3:28])/[C:22](OCC)=[O:23])=[C:18]([O:32][CH3:33])[CH:17]=1)([O:6][CH2:7][CH3:8])=[O:5])[CH3:2].C(=O)(O)O.[NH2:40][C:41]([NH2:43])=[NH:42]>CO.O.CCOC(C)=O>[NH2:43][C:41]1[N:42]=[C:22]([OH:23])[C:21]([CH2:20][C:19]2[CH:30]=[CH:31][C:16]([O:15][CH2:14][CH2:13][O:12][CH2:11][CH2:10][C:9]([P:4](=[O:5])([O:6][CH2:7][CH3:8])[O:3][CH2:1][CH3:2])([F:35])[F:34])=[CH:17][C:18]=2[O:32][CH3:33])=[C:27]([CH3:28])[N:40]=1 |f:1.2|. Procedure details: To a solution of (E)-ethyl 2-(4-(2-(3-(diethoxyphosphoryl)-3,3-difluoropropoxy)ethoxy)-2-methoxybenzylidene)-3-oxobutanoate (1 equiv.) in MeOH (0.20 M) was added guanidine carbonate (1.1 equiv.) and the reaction mixture was heated to 80° C. for 3 h. At this point the reaction mixture was allowed to cool to room temperature and it was then diluted with water and EtOAc. The resulting mixture was transferred to a separatory funnel and washed with EtOAc three times. The combined organic layers were ... The reactants are CC(C)(C)OC(=O)N1CCC(OCc2ccc(Cl)cc2)C1, ClCCl, O=C(O)C(F)(F)F. Yields the product Clc1ccc(COC2CCNC2)cc1. As a reaction SMILES: [C:1]([O:2][C:3](=[O:4])[N:8]1[CH2:9][CH:10]([O:13][CH2:14][c:15]2[cH:16][cH:17][c:18]([Cl:21])[cH:19][cH:20]2)[CH2:11][CH2:12]1)([CH3:5])([CH3:6])[CH3:7].[Cl:29][CH2:30][Cl:31].[OH:22][C:23]([C:24]([F:25])([F:26])[F:27])=[O:28]>>[NH:8]1[CH2:9][CH:10]([O:13][CH2:14][c:15]2[cH:16][cH:17][c:18]([Cl:21])[cH:19][cH:20]2)[CH2:11][CH2:12]1. The reactants are CC(C)(C)OC(=O)NC1CCC(N2CCC(NC(=O)OCc3ccccc3)C2=O)C(CS(C)(=O)=O)C1, CO. Yields the product CC(C)(C)OC(=O)NC1CCC(N2CCC(N)C2=O)C(CS(C)(=O)=O)C1. As a reaction SMILES: [CH2:1]([O:2][C:3](=[O:4])[NH:11][CH:12]1[C:13](=[O:36])[N:14]([CH:17]2[CH:18]([CH2:31][S:32](=[O:33])(=[O:34])[CH3:35])[CH2:19][CH:20]([NH:23][C:24]([O:25][C:26]([CH3:27])([CH3:28])[CH3:29])=[O:30])[CH2:21][CH2:22]2)[CH2:15][CH2:16]1)[c:5]1[cH:6][cH:7][cH:8][cH:9][cH:10]1.[CH3:37][OH:38]>>[NH2:11][CH:12]1[C:13](=[O:36])[N:14]([CH:17]2[CH:18]([CH2:31][S:32](=[O:33])(=[O:34])[CH3:35])[CH2:19][CH:20]([NH:23][C:24]([O:25][C:26]([CH3:27])([CH3:28])[CH3:29])=[O:30])[CH2:21][CH2:22]2)[CH2:15][CH2:16]1.